This data is from the Open Reaction Database (ORD), a public repository of structured organic reaction records. The task is: describe an organic reaction: reactants, conditions, products, and yield As a reaction SMILES: [C:1]([OH:3])([CH:4]1[C:5]([OH:2])([C:24]([F:25])([F:26])[F:27])[NH:6][C:7]2=[C:12]([C:11](=[O:22])[CH2:10][CH2:9][CH2:8]2)[CH:13]1[c:14]1[cH:15][c:16]([C:20]#[N:21])[cH:17][cH:18][cH:19]1)=[O:23].[CH3:40][c:41]1[cH:42][cH:43][cH:44][cH:45][cH:46]1.[OH2:28].[c:29]1([CH3:30])[cH:31][cH:32][c:33]([S:34]([OH:35])(=[O:36])=[O:37])[cH:38][cH:39]1>>[CH:4]1=[C:5]([C:24]([F:25])([F:26])[F:27])[NH:6][C:7]2=[C:12]([C:11](=[O:22])[CH2:10][CH2:9][CH2:8]2)[CH:13]1[c:14]1[cH:15][c:16]([C:20]#[N:21])[cH:17][cH:18][cH:19]1. The reactants are N#Cc1cccc(C2C3=C(CCCC3=O)NC(O)(C(F)(F)F)C2C(=O)O)c1, Cc1ccccc1, O, Cc1ccc(S(=O)(=O)O)cc1. The product is N#Cc1cccc(C2C=C(C(F)(F)F)NC3=C2C(=O)CCC3)c1. The reactants are FC(C=1C=C(CN(C2=NC=C(C=N2)OCCCC(=O)O)CC2=C(C=CC(=C2)C(F)(F)F)O)C=C(C1)C(F)(F)F)(F)F (4-{2-[(3,5-bis-trifluoromethyl-benzyl)-(2-hydroxy-5-trifluoromethyl-benzyl)-amino]-pyrimidin-5-yloxy}-butyric acid), [OH-].[Na+] (sodium hydroxide). The solvent is C(C)O (ethanol). Yields the product [Na+].FC(C=1C=C(CN(C2=NC=C(C=N2)OCCCC(=O)[O-])CC2=C(C=CC(=C2)C(F)(F)F)O)C=C(C1)C(F)(F)F)(F)F (4-{2-[(3,5-bis-trifluoromethyl-benzyl)-(2-hydroxy-5-trifluoromethyl-benzyl)-amino]-pyrimidin-5-yloxy}-butyric acid sodium salt). Reaction SMILES: [F:1][C:2]([F:41])([F:40])[C:3]1[CH:4]=[C:5]([CH:33]=[C:34]([C:36]([F:39])([F:38])[F:37])[CH:35]=1)[CH2:6][N:7]([CH2:21][C:22]1[CH:27]=[C:26]([C:28]([F:31])([F:30])[F:29])[CH:25]=[CH:24][C:23]=1[OH:32])[C:8]1[N:13]=[CH:12][C:11]([O:14][CH2:15][CH2:16][CH2:17][C:18]([OH:20])=[O:19])=[CH:10][N:9]=1.[OH-].[Na+:43]>C(O)C>[Na+:43].[F:41][C:2]([F:1])([F:40])[C:3]1[CH:4]=[C:5]([CH:33]=[C:34]([C:36]([F:37])([F:38])[F:39])[CH:35]=1)[CH2:6][N:7]([CH2:21][C:22]1[CH:27]=[C:26]([C:28]([F:31])([F:30])[F:29])[CH:25]=[CH:24][C:23]=1[OH:32])[C:8]1[N:9]=[CH:10][C:11]([O:14][CH2:15][CH2:16][CH2:17][C:18]([O-:20])=[O:19])=[CH:12][N:13]=1 |f:1.2,4.5|. Procedure details: Ethyl 4-{2-[(3,5-bis-trifluoromethyl-benzyl)-(2-hydroxy-5-trifluoromethyl-benzyl)-amino]-pyrimidin-5-yloxy}-butyrate (200 mg) is dissolved in ethanol (4 ml), and thereto is added 1N-aqueous sodium hydroxide solution (1 ml), and the mixture is stirred at room temperature for 3 hours. To the reaction solution are added a 1N-hydrochloric acid and ethyl acetate, and the mixture is separated, and the organic layer is washed with a saturated brine, dried over magnesium sulfate, and concentrated under ... Starting materials: CCCCCCCCCCc1ccc(-c2cccs2)s1, [Li]CCCC, C1CCOC1, CCCCCC, [Cl-], [NH4+], CN(C)C=O. The product is CCCCCCCCCCc1ccc(-c2ccc(C=O)s2)s1. RXN SMILES: [CH2:1]([CH2:2][CH2:3][CH2:4][CH2:5][CH2:6][CH2:7][CH2:8][CH2:9][CH3:10])[c:11]1[cH:12][cH:13][c:14](-[c:16]2[s:17][cH:18][cH:19][cH:20]2)[s:15]1.[CH2:21]([Li:22])[CH2:23][CH2:24][CH3:25].[CH2:39]1[O:40][CH2:41][CH2:42][CH2:43]1.[CH3:33][CH2:34][CH2:35][CH2:36][CH2:37][CH3:38].[Cl-:31].[NH4+:32].[O:26]=[CH:27][N:28]([CH3:29])[CH3:30]>>[CH2:1]([CH2:2][CH2:3][CH2:4][CH2:5][CH2:6][CH2:7][CH2:8][CH2:9][CH3:10])[c:11]1[cH:12][cH:13][c:14](-[c:16]2[s:17][c:18]([CH:27]=[O:26])[cH:19][cH:20]2)[s:15]1.